describe an organic reaction: reactants, conditions, products, and yield From a dataset of the Open Reaction Database (ORD), a public repository of structured organic reaction records. Reactants: Fc1cccc(Br)n1, CCCCCCCCOc1ccc2cc(B(O)O)ccc2c1, CCO, [Cl-], [Na+], [Na+], [Na+], O=C([O-])[O-], O, c1ccccc1, c1ccc(P(c2ccccc2)(c2ccccc2)[Pd](P(c2ccccc2)(c2ccccc2)c2ccccc2)(P(c2ccccc2)(c2ccccc2)c2ccccc2)P(c2ccccc2)(c2ccccc2)c2ccccc2)cc1. Yields the product CCCCCCCCOc1ccc2cc(-c3cccc(F)n3)ccc2c1. Reaction SMILES: [Br:1][c:2]1[n:3][c:4]([F:8])[cH:5][cH:6][cH:7]1.[CH2:9]([CH2:10][CH2:11][CH2:12][CH2:13][CH2:14][CH2:15][CH3:16])[O:17][c:18]1[cH:19][c:20]2[cH:21][cH:22][c:23]([B:28]([OH:29])[OH:30])[cH:24][c:25]2[cH:26][cH:27]1.[CH3:123][CH2:124][OH:125].[Cl-:38].[Na+:31].[Na+:32].[Na+:37].[O-:33][C:34](=[O:35])[O-:36].[OH2:122].[cH:39]1[cH:40][cH:41][cH:42][cH:43][cH:44]1.[cH:45]1[cH:46][cH:47][c:48]([P:49]([Pd:50]([P:51]([c:52]2[cH:53][cH:54][cH:55][cH:56][cH:57]2)([c:58]2[cH:59][cH:60][cH:61][cH:62][cH:63]2)[c:64]2[cH:65][cH:66][cH:67][cH:68][cH:69]2)([P:70]([c:71]2[cH:72][cH:73][cH:74][cH:75][cH:76]2)([c:77]2[cH:78][cH:79][cH:80][cH:81][cH:82]2)[c:83]2[cH:84][cH:85][cH:86][cH:87][cH:88]2)[P:89]([c:90]2[cH:91][cH:92][cH:93][cH:94][cH:95]2)([c:96]2[cH:97][cH:98][cH:99][cH:100][cH:101]2)[c:102]2[cH:103][cH:104][cH:105][cH:106][cH:107]2)([c:108]2[cH:109][cH:110][cH:111][cH:112][cH:113]2)[c:114]2[cH:115][cH:116][cH:117][cH:118][cH:119]2)[cH:120][cH:121]1>>[c:2]1(-[c:23]2[cH:22][cH:21][c:20]3[cH:19][c:18]([O:17][CH2:9][CH2:10][CH2:11][CH2:12][CH2:13][CH2:14][CH2:15][CH3:16])[cH:27][cH:26][c:25]3[cH:24]2)[n:3][c:4]([F:8])[cH:5][cH:6][cH:7]1. Starting materials: CC(=O)O, Cl, CC(C)(C)CCC(F)(F)C(=O)C1CCOC1=O. Product: CC(C)(C)CCC(F)(F)C(=O)CCCO. Reaction SMILES: [CH3:19][C:20](=[O:21])[OH:22].[ClH:1].[O:2]=[C:3]1[O:4][CH2:5][CH2:6][CH:7]1[C:8]([C:9]([CH2:10][CH2:11][C:12]([CH3:13])([CH3:14])[CH3:15])([F:16])[F:17])=[O:18]>>[OH:4][CH2:5][CH2:6][CH2:7][C:8]([C:9]([CH2:10][CH2:11][C:12]([CH3:13])([CH3:14])[CH3:15])([F:16])[F:17])=[O:18]. As a reaction SMILES: Br[C:2]1[CH:7]=[C:6]([F:8])[CH:5]=[CH:4][C:3]=1[F:9].CCCCCC.C([Li])CCC.[Si:21]([O:38][CH2:39][CH2:40][CH2:41][CH2:42][CH2:43][CH:44]=[O:45])([C:34]([CH3:37])([CH3:36])[CH3:35])([C:28]1[CH:33]=[CH:32][CH:31]=[CH:30][CH:29]=1)[C:22]1[CH:27]=[CH:26][CH:25]=[CH:24][CH:23]=1>C(OCC)(=O)C.C(OCC)C.O1CCCC1>[Si:21]([O:38][CH2:39][CH2:40][CH2:41][CH2:42][CH2:43][CH:44]([C:2]1[CH:7]=[C:6]([F:8])[CH:5]=[CH:4][C:3]=1[F:9])[OH:45])([C:34]([CH3:36])([CH3:37])[CH3:35])([C:28]1[CH:29]=[CH:30][CH:31]=[CH:32][CH:33]=1)[C:22]1[CH:23]=[CH:24][CH:25]=[CH:26][CH:27]=1. Reaction conditions: time 30 minute. Reactants: BrC1=C(C=CC(=C1)F)F (1-bromo-2,5-difluorobenzene), [Si](C1=CC=CC=C1)(C1=CC=CC=C1)(C(C)(C)C)OCCCCCC=O (6-(t-butyldiphenylsilyloxy)hexanal), CCCCCC (hexane), C(CCC)[Li] (n-butyl lithium). The solvent is C(C)(=O)OCC (ethyl acetate), O1CCCC1 (tetrahydrofuran), O1CCCC1 (tetrahydrofuran), C(C)OCC (diethyl ether). Procedure: A tetrahydrofuran (30 ml) solution of 1-bromo-2,5-difluorobenzene (0.956 ml, 8.46 mmol) was stirred at −78° C. To the reaction mixture was added a hexane solution (6.46 ml, 10.2 mmol) of n-butyl lithium. The reaction mixture was added to a tetrahydrofuran (20 ml) solution of 6-(t-butyldiphenylsilyloxy)hexanal (2.50 g, 7.05 mmol) at −78° C. and the mixture was stirred at the same temperature for 30 minutes. After the temperature of the reaction mixture was elevated to room temperature, diethyl et... Isolated yield 66.0%. Yields the product [Si](C1=CC=CC=C1)(C1=CC=CC=C1)(C(C)(C)C)OCCCCCC(O)C1=C(C=CC(=C1)F)F (6-(t-Butyl-diphenylsilyloxy)-1-(2,5-difluorophenyl)-1-hexanol).